This data is from the Open Reaction Database (ORD), a public repository of structured organic reaction records. The task is: describe an organic reaction: reactants, conditions, products, and yield Starting materials: OC1=C(C=C(C=C1)NC(=O)C(F)(F)F)[N+](=O)[O-] (4-hydroxy-3-nitro-N-(trifluoromethylcarbonyl)benzenamine), C1(=CC=CC=C1)P(C1=CC=CC=C1)C1=CC=CC=C1 (triphenylphosphine), OC1CCN(CC1)C(=O)OC(C)(C)C (4-hydroxy-N-(t-butoxycarbonyl)piperidine), CCOC(=O)/N=N/C(=O)OCC (DEAD). Run in C1CCOC1 (THF). Reaction conditions: time 1 hour. Product: C(C)(C)(C)OC(=O)N1CCC(CC1)OC1=C(C=C(C=C1)NC(=O)C(F)(F)F)[N+](=O)[O-] (4-(N′-(t-butoxycarbonyl)piperidin-4-yl)oxy-3-nitro-N-(trifluoromethylcarbonyl)benzenamine). As a reaction SMILES: [OH:1][C:2]1[CH:7]=[CH:6][C:5]([NH:8][C:9]([C:11]([F:14])([F:13])[F:12])=[O:10])=[CH:4][C:3]=1[N+:15]([O-:17])=[O:16].C1(P(C2C=CC=CC=2)C2C=CC=CC=2)C=CC=CC=1.O[CH:38]1[CH2:43][CH2:42][N:41]([C:44]([O:46][C:47]([CH3:50])([CH3:49])[CH3:48])=[O:45])[CH2:40][CH2:39]1.CCOC(/N=N/C(OCC)=O)=O>C1COCC1>[C:47]([O:46][C:44]([N:41]1[CH2:42][CH2:43][CH:38]([O:1][C:2]2[CH:7]=[CH:6][C:5]([NH:8][C:9]([C:11]([F:14])([F:13])[F:12])=[O:10])=[CH:4][C:3]=2[N+:15]([O-:17])=[O:16])[CH2:39][CH2:40]1)=[O:45])([CH3:50])([CH3:48])[CH3:49]. Procedure details: To 4-hydroxy-3-nitro-N-(trifluoromethylcarbonyl)benzenamine (10.0 g), triphenylphosphine (22.1 g) and 4-hydroxy-N-(t-butoxycarbonyl)piperidine (17.0 g) in THF (30 mL) was added DEAD (13.5 mL) drop-wise. The reaction was stirred at ambient temperature for 1 hour, concentrated and purified on silica gel column (ethyl acetate/hexane, gradient) to afford 4-(N′-(t-butoxycarbonyl)piperidin-4-yl)oxy-3-nitro-N-(trifluoromethylcarbonyl)benzenamine. Starting materials: O=C1C=CC(=O)C=C1, C=CCC1(CCCC)Cc2cc(OC)ccc2C1=O, Cl[Pd]Cl, CN(C)C=O, O. The product is CCCCC1(CC(C)=O)Cc2cc(OC)ccc2C1=O. Reaction SMILES: [C:20]1(=[O:21])[CH:22]=[CH:23][C:24](=[O:26])[CH:25]=[CH:27]1.[CH2:1]([CH:2]=[CH2:3])[C:4]1([CH2:16][CH2:17][CH2:18][CH3:19])[C:5](=[O:15])[c:6]2[cH:7][cH:8][c:9]([O:13][CH3:14])[cH:10][c:11]2[CH2:12]1.[Cl:34][Pd:35][Cl:36].[O:28]=[CH:29][N:30]([CH3:31])[CH3:32].[OH2:33]>>[CH2:1]([C:2]([CH3:3])=[O:26])[C:4]1([CH2:16][CH2:17][CH2:18][CH3:19])[C:5](=[O:15])[c:6]2[cH:7][cH:8][c:9]([O:13][CH3:14])[cH:10][c:11]2[CH2:12]1. Reactants: ClC1=CC=C(CN2C=C(C3=CC=CC=C23)C(=O)C=2NC=C(N2)C(C=2C=NC=CC2)O)C=C1 (1-(4-chlorobenzyl)-1H-indol-3-yl-[4-(hydroxypyridin-3-yl-methyl)-1H-imidazol-2-yl]methanone). Reagents/catalysts: O=[Mn]=O (MnO2). Run in C(Cl)Cl (CH2Cl2). Conditions: time 1 hour. Product: ClC1=CC=C(CN2C=C(C3=CC=CC=C23)C(=O)C=2NC=C(N2)C(=O)C=2C=NC=CC2)C=C1 ([1-(4-Chlorobenzyl)-1H-indol-3-yl]-[4-(pyridine-3-carbonyl)-1H-imidazol-2-yl]methanone). The yield is 75.4%. As a reaction SMILES: [Cl:1][C:2]1[CH:32]=[CH:31][C:5]([CH2:6][N:7]2[C:15]3[C:10](=[CH:11][CH:12]=[CH:13][CH:14]=3)[C:9]([C:16]([C:18]3[NH:19][CH:20]=[C:21]([CH:23]([OH:30])[C:24]4[CH:25]=[N:26][CH:27]=[CH:28][CH:29]=4)[N:22]=3)=[O:17])=[CH:8]2)=[CH:4][CH:3]=1>C(Cl)Cl.O=[Mn]=O>[Cl:1][C:2]1[CH:3]=[CH:4][C:5]([CH2:6][N:7]2[C:15]3[C:10](=[CH:11][CH:12]=[CH:13][CH:14]=3)[C:9]([C:16]([C:18]3[NH:19][CH:20]=[C:21]([C:23]([C:24]4[CH:25]=[N:26][CH:27]=[CH:28][CH:29]=4)=[O:30])[N:22]=3)=[O:17])=[CH:8]2)=[CH:31][CH:32]=1. Procedure: To a solution of [1-(4-chlorobenzyl)-1H-indol-3-yl-[4-(hydroxypyridin-3-yl-methyl)-1H-imidazol-2-yl]methanone (20 mg, 4.51×10−5 mol) in CH2Cl2 (5 mL) was added MnO2 (50 mg). The reaction was stirred for 1 hour at room temperature and filtered through celite to produce the desired product as a white solid (yield 15 mg, 75%). Rf 0.5 (ethyl acetate:methanol, 9:1); 1H NMR δ5.61 (s, 2H), 7.36 (m, 6H), 7.61 (m, 1H), 7.68 (m, 1H), 8.28 (s, 1H), 8.39 (m, 1H), 8.60 (d, 1H), 8.86 (d, 1H), 9.16 (s, 1H), 9.... Reactants: CN([SiH](C)C)[Si](C)(C)C, O=Cc1ccccc1, [Li], C1CCOC1, C#Cc1ncc[nH]1. Product: OC(C#Cc1ncc[nH]1)c1ccccc1. Reaction SMILES: [CH3:1][SiH:2]([CH3:3])[N:4]([CH3:5])[Si:6]([CH3:7])([CH3:8])[CH3:9].[CH:18](=[O:19])[c:20]1[cH:21][cH:22][cH:23][cH:24][cH:25]1.[Li:10].[O:26]1[CH2:27][CH2:28][CH2:29][CH2:30]1.[nH:11]1[c:12]([C:16]#[CH:17])[n:13][cH:14][cH:15]1>>[nH:11]1[c:12]([C:16]#[C:17][CH:18]([OH:19])[c:20]2[cH:21][cH:22][cH:23][cH:24][cH:25]2)[n:13][cH:14][cH:15]1. The reactants are ClC1=NN2C(C(=CC=C2)C2=CC=C(C=C2)S(=O)(=O)C)=N1 (2-chloro-8-(4-methanesulfonyl-phenyl)-[1,2,4]triazolo[1,5-a]pyridine), NC=1C=C(C=CC1)N1C(CN(CC1)CC)=O (1-(3-amino-phenyl)-4-ethyl-piperazin-2-one), C1(CCCCC1)P(C1=C(C=CC=C1)C1=C(C=CC=C1)P(C1CCCCC1)C1CCCCC1)C1CCCCC1 (2,2′-bis-dicyclohexylphosphanyl-biphenyl). Product: C(C)N1CC(N(CC1)C1=CC(=CC=C1)NC1=NN2C(C(=CC=C2)C2=CC=C(C=C2)S(=O)(=O)C)=N1)=O (4-Ethyl-1-{3-[8-(4-methanesulfonyl-phenyl)-[1,2,4]triazolo[1,5-a]pyridin-2-ylamino]-phenyl}-piperazin-2-one), solid. Yield: 37.0%. As a reaction SMILES: Cl[C:2]1[N:20]=[C:5]2[C:6]([C:10]3[CH:15]=[CH:14][C:13]([S:16]([CH3:19])(=[O:18])=[O:17])=[CH:12][CH:11]=3)=[CH:7][CH:8]=[CH:9][N:4]2[N:3]=1.[NH2:21][C:22]1[CH:23]=[C:24]([N:28]2[CH2:33][CH2:32][N:31]([CH2:34][CH3:35])[CH2:30][C:29]2=[O:36])[CH:25]=[CH:26][CH:27]=1.C1(P(C2CCCCC2)C2C=CC=CC=2C2C=CC=CC=2P(C2CCCCC2)C2CCCCC2)CCCCC1>>[CH2:34]([N:31]1[CH2:32][CH2:33][N:28]([C:24]2[CH:25]=[CH:26][CH:27]=[C:22]([NH:21][C:2]3[N:20]=[C:5]4[C:6]([C:10]5[CH:15]=[CH:14][C:13]([S:16]([CH3:19])(=[O:18])=[O:17])=[CH:12][CH:11]=5)=[CH:7][CH:8]=[CH:9][N:4]4[N:3]=3)[CH:23]=2)[C:29](=[O:36])[CH2:30]1)[CH3:35]. Procedure: 205 d) 4-Ethyl-1-{3-[8-(4-methanesulfonyl-phenyl)-[1,2,4]triazolo[1,5-a]pyridin-2-ylamino]-phenyl}-piperazin-2-one was prepared from 2-chloro-8-(4-methanesulfonyl-phenyl)-[1,2,4]triazolo[1,5-a]pyridine (100.0 mg, 0.3249 mmol) and 1-(3-amino-phenyl)-4-ethyl-piperazin-2-one (79.0 mg, 0.360 mmol) with 2,2′-bis-dicyclohexylphosphanyl-biphenyl (27.0 mg, 0.0494 mmol) as the ligand in a manner analogous to Example 2d. Product isolated as a yellow solid (0.059 g, 37%). MP=210-212° C. 1H NMR (400 MHz, CD... Reactants: NCc1nc2ncncc2c(=O)[nH]1, O=S(=O)(Cl)CCc1ccccc1. Product: O=c1[nH]c(CNS(=O)(=O)CCc2ccccc2)nc2ncncc12. RXN SMILES: [NH2:1][CH2:2][c:3]1[nH:4][c:5](=[O:13])[c:6]2[c:7]([n:8][cH:9][n:10][cH:11]2)[n:12]1.[c:14]1([CH2:20][CH2:21][S:22](=[O:23])(=[O:24])[Cl:25])[cH:15][cH:16][cH:17][cH:18][cH:19]1>>[NH:1]([CH2:2][c:3]1[nH:4][c:5](=[O:13])[c:6]2[c:7]([n:8][cH:9][n:10][cH:11]2)[n:12]1)[S:22]([CH2:21][CH2:20][c:14]1[cH:15][cH:16][cH:17][cH:18][cH:19]1)(=[O:23])=[O:24]. Starting materials: C1(CC1)OC1=NC(=C(C(=N1)S(=O)(=O)C)C1=CC=C(C=C1)Cl)C1=C(C=C(C=C1)Cl)Cl (2-Cyclopropyloxy-4-methylsulfonyl-5-(4-chlorophenyl)-6-(2,4-dichlorophenyl)pyrimidine), [H-].[Na+] (sodium hydride), OC1=CC=NC=C1 (4-hydroxypyridine). Product: C1(CC1)OC1=NC(=C(C(=N1)OC1=CC=NC=C1)C1=CC=C(C=C1)Cl)C1=C(C=C(C=C1)Cl)Cl (2-Cyclopropyloxy-4-(4-pyridyloxy)-5-(4-chlorophenyl)-6-(2,4-dichlorophenyl)pyrimidine). RXN SMILES: [CH:1]1([O:4][C:5]2[N:10]=[C:9](S(C)(=O)=O)[C:8]([C:15]3[CH:20]=[CH:19][C:18]([Cl:21])=[CH:17][CH:16]=3)=[C:7]([C:22]3[CH:27]=[CH:26][C:25]([Cl:28])=[CH:24][C:23]=3[Cl:29])[N:6]=2)[CH2:3][CH2:2]1.[H-].[Na+].[OH:32][C:33]1[CH:38]=[CH:37][N:36]=[CH:35][CH:34]=1>>[CH:1]1([O:4][C:5]2[N:10]=[C:9]([O:32][C:33]3[CH:38]=[CH:37][N:36]=[CH:35][CH:34]=3)[C:8]([C:15]3[CH:20]=[CH:19][C:18]([Cl:21])=[CH:17][CH:16]=3)=[C:7]([C:22]3[CH:27]=[CH:26][C:25]([Cl:28])=[CH:24][C:23]=3[Cl:29])[N:6]=2)[CH2:3][CH2:2]1 |f:1.2|. Procedure: 2-Cyclopropyloxy-4-methylsulfonyl-5-(4-chlorophenyl)-6-(2,4-dichlorophenyl)pyrimidine (MRf product) (Example 55, Step A), (25 mg, 0.05 mmol) was reacted with 1.1 equivalents each of sodium hydride (60% in oil, 2.5 mg, 0.06 mmol) and 4-hydroxypyridine (5.9 mg, 0.062 mmol) by the procedure described in Examples 16 to afford the title compound: HPLC/MS: m/e=498 (M++1); Rt=3.49 min. 1H-NMR 400 MHz (CDCl3): δ 1.60-1.90 (m, 4H), 2.74 (m, 1H), 4.12 (d, J=7 Hz, 2H), 7.10-7.18 (m, 3H), 7.20-7.30 (m, 5H),...